This data is from the Open Reaction Database (ORD), a public repository of structured organic reaction records. The task is: describe an organic reaction: reactants, conditions, products, and yield The reactants are NC1=CC=C2C(C(=C(OC2=C1O)C1=CC=CC=C1)I)=O (7-amino-8-hydroxy-3-iodo-2-phenyl-chromen-4-one), C1(=CC=C(C=C1)S(=O)(=O)O)C (p-toluenesulfonic acid). Solvent: COC(OC)OC (trimethylorthoformate). Run at temperature 100 celsius, time 2 hour. The product is IC1=C(OC2=C(C1=O)C=CC=1N=COC12)C1=CC=CC=C1 (7-Iodo-8-phenyl-chromeno[7,8-d]oxazol-6-one). The yield is 3494.8%. RXN SMILES: [NH2:1][C:2]1[C:11]([OH:12])=[C:10]2[C:5]([C:6](=[O:20])[C:7]([I:19])=[C:8]([C:13]3[CH:18]=[CH:17][CH:16]=[CH:15][CH:14]=3)[O:9]2)=[CH:4][CH:3]=1.[C:21]1(C)C=CC(S(O)(=O)=O)=CC=1>COC(OC)OC>[I:19][C:7]1[C:6](=[O:20])[C:5]2[CH:4]=[CH:3][C:2]3[N:1]=[CH:21][O:12][C:11]=3[C:10]=2[O:9][C:8]=1[C:13]1[CH:18]=[CH:17][CH:16]=[CH:15][CH:14]=1. Procedure details: To a solution of 7-amino-8-hydroxy-3-iodo-2-phenyl-chromen-4-one (151 mg, 0.4 mmol) in trimethylorthoformate (3 mL) was added p-toluenesulfonic acid (2 mg, 0.01 mmol). The reaction mixture was stirred at 100° C. for 2 hours, allowed to RT and the solvent removed. The resulting residue was subjected to flash chromatography (SiO2, gradient 20-100% ethyl acetate in cyclohexane) to give the title compound as a beige solid (136 mg, 87%). LCMS (Method G): RT=3.52 min, [M+H]+=389.